This data is from the Open Reaction Database (ORD), a public repository of structured organic reaction records. The task is: describe an organic reaction: reactants, conditions, products, and yield Starting materials: N1=CC=C(C=C1)C=O (Pyridine-4-carboxaldehyde), CC1(OC(=O)CC(=O)O1)C (Meldrum's acid), N1[C@H](C(=O)O)CCC1 (proline). Run in C(C)#N (acetonitrile). The product is CC1(OC(C(C(O1)=O)=CC1=CC=NC=C1)=O)C (2,2-dimethyl-5-pyridin-4-ylmethylene-[1,3]dioxane-4,6-dione). Yield: 84.7%. RXN SMILES: [N:1]1[CH:6]=[CH:5][C:4]([CH:7]=O)=[CH:3][CH:2]=1.[CH3:9][C:10]1([CH3:18])[O:17][C:15](=[O:16])[CH2:14][C:12](=[O:13])[O:11]1.N1CCC[C@H]1C(O)=O>C(#N)C>[CH3:9][C:10]1([CH3:18])[O:17][C:15](=[O:16])[C:14](=[CH:7][C:4]2[CH:3]=[CH:2][N:1]=[CH:6][CH:5]=2)[C:12](=[O:13])[O:11]1. Reported procedure: Pyridine-4-carboxaldehyde (2.04 g) was mixed with Meldrum's acid (2,2-Dimethyl-[1,3]dioxane-4,6-dione, 2.7 g) and proline (0.20 g) in acetonitrile (40 ml) with stirring under a nitrogen atmosphere. Almost immediately product began to precipitate. The mixture was stirred overnight, filtered and washed with ether, affording 3.7 g of 2,2-dimethyl-5-pyridin-4-ylmethylene-[1,3]dioxane-4,6-dione which was used with no further purification in the next step.